Dataset: the Open Reaction Database (ORD), a public repository of structured organic reaction records. Task: describe an organic reaction: reactants, conditions, products, and yield The reactants are CC(C)=CCCC(C)=CCCC(C)=CCCC(C)CC(=O)O, [Cl-], N, C1CCOC1. Product: CC(C)=CCCC(C)=CCCC(C)=CCCC(C)CC(N)=O. Reaction SMILES: [CH3:3][CH:4]([CH2:5][C:6](=[O:7])[OH:8])[CH2:9][CH2:10][CH:11]=[C:12]([CH2:13][CH2:14][CH:15]=[C:16]([CH2:17][CH2:18][CH:19]=[C:20]([CH3:21])[CH3:22])[CH3:23])[CH3:24].[Cl-:2].[NH3:1].[O:25]1[CH2:26][CH2:27][CH2:28][CH2:29]1>>[NH2:1][C:6]([CH2:5][CH:4]([CH3:3])[CH2:9][CH2:10][CH:11]=[C:12]([CH2:13][CH2:14][CH:15]=[C:16]([CH2:17][CH2:18][CH:19]=[C:20]([CH3:21])[CH3:22])[CH3:23])[CH3:24])=[O:7]. The reactants are NC1=C(C=C2C(C(=CN(C2=C1F)C1CC1)C(=O)OCC)=O)F (ethyl 7-amino-1-cyclopropyl-6,8-difluoro-1,4-dihydro-4-oxo-3-quinolinecarboxylate), ClCC(CCl)O (1,3-dichloro-2-propanol). Solvent: N1=CC=CC=C1 (pyridine). Yields the product C1(CC1)N1C=C(C(C2=CC(=C(C(=C12)F)N1CC(C1)O)F)=O)C(=O)OCC (ethyl 1-cyclopropyl-6,8-difluoro-7-(3-hydroxy-1-azetidinyl)-1,4-dihydro-4-oxo-3-quinolinecarboxylate). Isolated yield 54.9%. RXN SMILES: [NH2:1][C:2]1[C:11]([F:12])=[C:10]2[C:5]([C:6](=[O:21])[C:7]([C:16]([O:18][CH2:19][CH3:20])=[O:17])=[CH:8][N:9]2[CH:13]2[CH2:15][CH2:14]2)=[CH:4][C:3]=1[F:22].Cl[CH2:24][CH:25]([OH:28])[CH2:26]Cl>N1C=CC=CC=1>[CH:13]1([N:9]2[C:10]3[C:5](=[CH:4][C:3]([F:22])=[C:2]([N:1]4[CH2:26][CH:25]([OH:28])[CH2:24]4)[C:11]=3[F:12])[C:6](=[O:21])[C:7]([C:16]([O:18][CH2:19][CH3:20])=[O:17])=[CH:8]2)[CH2:15][CH2:14]1. Procedure: A solution of 0.8 g (2.60 mmoles) of ethyl 7-amino-1-cyclopropyl-6,8-difluoro-1,4-dihydro-4-oxo-3-quinolinecarboxylate, 0.33 g (2.60 mmoles) of 1,3-dichloro-2-propanol and 25 ml of pyridine is agitated for 3 days, protected from light at ambient temperature; then left refluxing for 3 days and more. The solution is concentrated almost to dryness, poured onto water giving a precipitate which is filtered and washed with water. The solid is dried under vacuum, yielding 0.52 g (55%) of ethyl 1-cyclop... Starting materials: C1(=CC=CC2=CC3=CC=CC=C3C(=C12)C(=O)O)C(=O)O (anthracene-1,9-dicarboxylic acid). Run in C(C)(=O)OC(C)=O (acetic anhydride). The product is C12=CC=CC3=CC4=CC=CC=C4C(=C13)C(=O)OC2=O (Anthracene-1,9-Dicarboxylic Acid Anhydride). Yield: 84.2%. RXN SMILES: [C:1]1([C:18]([OH:20])=[O:19])[C:14]2[C:5](=[CH:6][C:7]3[C:12]([C:13]=2[C:15]([OH:17])=O)=[CH:11][CH:10]=[CH:9][CH:8]=3)[CH:4]=[CH:3][CH:2]=1>C(OC(=O)C)(=O)C>[C:1]12[C:18](=[O:19])[O:20][C:15](=[O:17])[C:13]3=[C:14]1[C:5](=[CH:6][C:7]1[C:12]3=[CH:11][CH:10]=[CH:9][CH:8]=1)[CH:4]=[CH:3][CH:2]=2. Procedure details: A suspension of 6.5 g of anthracene-1,9-dicarboxylic acid (E. D. Bergmann and R. Ikan, J. Org. Chem., 23, 907 (1958)) in 100 ml of acetic anhydride was heated at reflux for 3 hours. The mixture was cooled and the orange precipitate was collected by filtration, washed with ether and dried in air to give 5.1 g (68%) of the title compound. Recrystallization from dimethylsulfoxide or toluene gave orange plates with melting point 289°-290° C. The reactants are C[C@]12CC[C@@H]3C=4C=CC(=CC4CC[C@H]3[C@@H]1CCC2=O)O.CNS(=O)(=O)[O-] (Estrone (N-methyl)amidosulphonate), B.[Na] (sodium boron hydride), crude product. Run in O1CCCC1 (tetrahydrofurane), CO (methanol). The product is C[C@]12CC[C@@H]3C=4C=CC(=CC4CC[C@H]3[C@@H]1CC[C@@H]2O)O.CNS([O-])(=O)=O (estradiol (N-methyl)sulfamate). Reaction SMILES: [CH3:1][C@@:2]12[C:18](=[O:19])[CH2:17][CH2:16][C@H:15]1[C@H:14]1[C@@H:5]([C:6]3[CH:7]=[CH:8][C:9]([OH:20])=[CH:10][C:11]=3[CH2:12][CH2:13]1)[CH2:4][CH2:3]2.[CH3:21][NH:22][S:23]([O-:26])(=[O:25])=[O:24].B.[Na]>O1CCCC1.CO>[CH3:1][C@@:2]12[C@@H:18]([OH:19])[CH2:17][CH2:16][C@H:15]1[C@H:14]1[C@@H:5]([C:6]3[CH:7]=[CH:8][C:9]([OH:20])=[CH:10][C:11]=3[CH2:12][CH2:13]1)[CH2:4][CH2:3]2.[CH3:21][NH:22][S:23](=[O:25])(=[O:24])[O-:26] |f:0.1,2.3,6.7,^1:27|. Procedure: Estrone-(N-methyl)amidosulphonate (1 g) is reduced with sodium boron hydride (624.2 mg) in a mixture of tetrahydrofurane (20 ml) and methanol (20 ml). The crude product, following work-up, is recrystallised from acetone/n-hexane to give the title compound. Reaction conditions: temperature 80 celsius, time 15 minute. Solvent: C(C)(=O)O (acetic acid). Reported procedure: 30 g (173mmol) of 4-chloro-3-methoxy-2-methylpyridine N-oxide (cf. Example 1a) were dissolved in 100 ml of glacial acetic acid, after which 150 ml of acetic anhydride were added dropwise, at 80° C. and while stirring, and the mixture was then stirred at 110° C. for 2 h. The mixture was then cooled down to 80° C. and 200 ml of methanol were added dropwise; the mixture was then heated to boiling for 15 min. and, after having been cooled down, concentrated in vacuo; the residue was taken up in meth... Yields the product ClC1=C(C(=NC=C1)CO)OC (4-Chloro-2-hydroxymethyl-3-methoxypyridine). Reactants: C(C)(=O)OC(C)=O (acetic anhydride), ClC1=C(C(=[N+](C=C1)[O-])C)OC (4-chloro-3-methoxy-2-methylpyridine N-oxide), CO (methanol). As a reaction SMILES: [Cl:1][C:2]1[CH:7]=[CH:6][N+:5]([O-])=[C:4]([CH3:9])[C:3]=1[O:10][CH3:11].C(OC(=O)C)(=[O:14])C.CO>C(O)(=O)C>[Cl:1][C:2]1[CH:7]=[CH:6][N:5]=[C:4]([CH2:9][OH:14])[C:3]=1[O:10][CH3:11]. Starting materials: dimethyl acetal, CN(C(=O)NC=1SC(=NN1)CCl)CC=O (2-[1-methyl-3-(5-chloromethyl-1,3,4-thiadiazol-2-yl)ureido]acetaldehyde), Cl (hydrochloric acid). The solvent is O (water). The product is ClCC1=NN=C(S1)N1C(N(CC1O)C)=O (1-(5-Chloromethyl-1,3,4-thiadiazol-2-yl)-3-methyl-5-hydroxy- -imidazolidin-2-one), 1-(5-chloromethyl-1,3,4-thiadiazol-2-yl)-3-methyl-5-hydroxy-1,3-imidazolidin-2-one. RXN SMILES: [CH3:1][N:2]([CH2:13][CH:14]=[O:15])[C:3]([NH:5][C:6]1[S:7][C:8]([CH2:11][Cl:12])=[N:9][N:10]=1)=[O:4].Cl>O>[Cl:12][CH2:11][C:8]1[S:7][C:6]([N:5]2[CH:14]([OH:15])[CH2:13][N:2]([CH3:1])[C:3]2=[O:4])=[N:10][N:9]=1. Procedure: The dimethyl acetal of 2-[1-methyl-3-(5-chloromethyl-1,3,4-thiadiazol-2-yl)ureido]acetaldehyde (15 grams), water (400 ml) and hydrochloric acid (4 ml) are charged into a glass reaction vessel equipped with a mechanical stirrer, thermometer and reflux condenser. The reaction mixture is heated at reflux for a period of about 15 minutes. The reaction mixture is then filtered while hot, and the filtrate is cooled, resulting in the formation of a precipitate. The precipitate is recovered by filtratio... Reactants: NC1=C(C(=NN1C1=C(C=C(C=C1Cl)C(F)(F)F)Cl)SC)C#N (5-Amino-1-[2,6-dichloro-4-(trifluoromethyl)phenyl]-3-methylthiopyrazole-4-carbonitrile), N(=O)OCCC(C)C (isoamyl nitrite). Run in CN(C)C=O (DMF). Conditions: time 30 minute. Yields the product ClC1=C(C(=CC(=C1)C(F)(F)F)Cl)N1N=C(C(=C1)C#N)SC (1-[2,6-Dichloro-4-(trifluoromethyl)phenyl]-3-methylthiopyrazole-4-carbonitrile). Reaction SMILES: N[C:2]1[N:6]([C:7]2[C:12]([Cl:13])=[CH:11][C:10]([C:14]([F:17])([F:16])[F:15])=[CH:9][C:8]=2[Cl:18])[N:5]=[C:4]([S:19][CH3:20])[C:3]=1[C:21]#[N:22].N(OCCC(C)C)=O>CN(C=O)C>[Cl:13][C:12]1[CH:11]=[C:10]([C:14]([F:17])([F:15])[F:16])[CH:9]=[C:8]([Cl:18])[C:7]=1[N:6]1[CH:2]=[C:3]([C:21]#[N:22])[C:4]([S:19][CH3:20])=[N:5]1. Reported procedure: A solution of methylsulfide 5 (37 mg, 0.1 mmol) in DMF (5 mL) was warmed up to 65° C. and treated dropwise with excess isoamyl nitrite. After a few minutes nitrogen gas bubbled off the reaction mixture. The stirring was continued for 30 min. The reaction was cooled down to room temperature, diluted with ethyl ether (10 mL) and washed with brine (5×15 mL). The organic layer was dried (magnesium sulfate) and the solvents removed at reduced pressure, leaving a dark oil residue The desired product w...